Dataset: the Open Reaction Database (ORD), a public repository of structured organic reaction records. Task: describe an organic reaction: reactants, conditions, products, and yield The reactants are C(C)(C)(C)OC(=O)N1CCN(CC1)C1=CC=C(C=C1)C1=NC=2C(=NC=C(C2N2CCN(CC2)CC=2N=C(SC2)C)Br)N1 (tert-Butyl-4-(4-(6-bromo-7-(4-((2-methylthiazol-4-yl)methyl)piperazin-1-yl)-3H-imidazo[4,5-b]pyridin-2-yl)phenyl)piperazine-1-carboxylate), C(=O)(C(F)(F)F)O (TFA). The solvent is C(Cl)Cl (DCM). Run at time 2 hour. Product: BrC=1C(=C2C(=NC1)NC(=N2)C2=CC=C(C=C2)N2CCNCC2)N2CCN(CC2)CC=2N=C(SC2)C (4-((4-(6-Bromo-2-(4-(piperazin-1-yl)phenyl)-3H-imidazo[4,5-b]pyridin-7-yl)piperazin-1-yl)methyl)-2-methylthiazole). The yield is 87.6%. Reaction SMILES: C(OC([N:8]1[CH2:13][CH2:12][N:11]([C:14]2[CH:19]=[CH:18][C:17]([C:20]3[NH:42][C:23]4=[N:24][CH:25]=[C:26]([Br:41])[C:27]([N:28]5[CH2:33][CH2:32][N:31]([CH2:34][C:35]6[N:36]=[C:37]([CH3:40])[S:38][CH:39]=6)[CH2:30][CH2:29]5)=[C:22]4[N:21]=3)=[CH:16][CH:15]=2)[CH2:10][CH2:9]1)=O)(C)(C)C.C(O)(C(F)(F)F)=O>C(Cl)Cl>[Br:41][C:26]1[C:27]([N:28]2[CH2:29][CH2:30][N:31]([CH2:34][C:35]3[N:36]=[C:37]([CH3:40])[S:38][CH:39]=3)[CH2:32][CH2:33]2)=[C:22]2[N:21]=[C:20]([C:17]3[CH:18]=[CH:19][C:14]([N:11]4[CH2:10][CH2:9][NH:8][CH2:13][CH2:12]4)=[CH:15][CH:16]=3)[NH:42][C:23]2=[N:24][CH:25]=1. Reported procedure: tert-Butyl-4-(4-(6-bromo-7-(4-((2-methylthiazol-4-yl)methyl)piperazin-1-yl)-3H-imidazo[4,5-b]pyridin-2-yl)phenyl)piperazine-1-carboxylate (0.022 g, 0.033 mmol) was suspended in DCM (2.0 mL) and the mixture cooled in an ice bath. TFA (0.5 mL) was added and the resulting solution was allowed to warm up to room temperature and stirred for 2 h. The mixture was passed through an SCX column (5 g), the filtrate collected and the solvent removed in vacuo to give the title compound as a solid (0.016 g, 8... Starting materials: OC[C@H]1C(N[C@@H](CS1)C)=O ((2S,5R)-2-(hydroxymethyl)-5-methylthiomorpholin-3-one), N1C=NC=C1 (imidazole), O (Water), C(C)(C)(C)[Si](C1=CC=CC=C1)(C1=CC=CC=C1)Cl (tert-butyl(chloro)diphenylsilane). The solvent is C(Cl)Cl (DCM). Run at time 2 hour. The product is [Si](C1=CC=CC=C1)(C1=CC=CC=C1)(C(C)(C)C)OC[C@H]1C(N[C@@H](CS1)C)=O ((2S,5R)-2-({[tert-butyl(diphenyl)silyl]oxy}methyl)-5-methylthiomorpholin-3-one). Reaction SMILES: [OH:1][CH2:2][C@@H:3]1[S:8][CH2:7][C@@H:6]([CH3:9])[NH:5][C:4]1=[O:10].N1C=CN=C1.[C:16]([Si:20](Cl)([C:27]1[CH:32]=[CH:31][CH:30]=[CH:29][CH:28]=1)[C:21]1[CH:26]=[CH:25][CH:24]=[CH:23][CH:22]=1)([CH3:19])([CH3:18])[CH3:17].O>C(Cl)Cl>[Si:20]([O:1][CH2:2][C@@H:3]1[S:8][CH2:7][C@@H:6]([CH3:9])[NH:5][C:4]1=[O:10])([C:16]([CH3:19])([CH3:18])[CH3:17])([C:27]1[CH:28]=[CH:29][CH:30]=[CH:31][CH:32]=1)[C:21]1[CH:26]=[CH:25][CH:24]=[CH:23][CH:22]=1. Procedure details: To a solution of the above crude compound (11, 9.0 g, 0.057 mol) in DCM (150 mL) was added imidazole (7.70 g, 0.113 mol) followed by tert-butyl(chloro)diphenylsilane (17.2 g, 0.0630 mol) under N2 atmosphere. After the addition, the resulting solution was stirred at ambient temperature for 2 hours. Water (100 mL) was added and the mixture was extracted with DCM (3×200 mL). The combined organic fractions were concentrated in vacuo, and the resultant residue was purified by silica gel chromatograph... Reactants: Cc1ccccc1C(O)c1sccc1C, ClCCl. Product: Cc1ccccc1C(=O)c1sccc1C. As a reaction SMILES: [CH3:1][c:2]1[c:3]([CH:8]([OH:9])[c:10]2[s:11][cH:12][cH:13][c:14]2[CH3:15])[cH:4][cH:5][cH:6][cH:7]1.[Cl:16][CH2:17][Cl:18]>>[CH3:1][c:2]1[c:3]([C:8](=[O:9])[c:10]2[s:11][cH:12][cH:13][c:14]2[CH3:15])[cH:4][cH:5][cH:6][cH:7]1. Starting materials: CCOC(=O)CBr, CC(=O)Nc1ccc(O)cc1, CC(C)=O, [K+], [K+], O=C([O-])[O-]. Yields the product CCOC(=O)COc1ccc(NC(C)=O)cc1. As a reaction SMILES: [Br:18][CH2:19][C:20](=[O:21])[O:22][CH2:23][CH3:24].[CH3:1][C:2](=[O:3])[NH:4][c:5]1[cH:6][cH:7][c:8]([OH:9])[cH:10][cH:11]1.[CH3:25][C:26](=[O:27])[CH3:28].[K+:12].[K+:13].[O-:14][C:15]([O-:16])=[O:17]>>[CH3:1][C:2](=[O:3])[NH:4][c:5]1[cH:6][cH:7][c:8]([O:9][CH2:19][C:20](=[O:21])[O:22][CH2:23][CH3:24])[cH:10][cH:11]1. Procedure: Acetophenone (30 grams; 0.25 mol) methyl m-methyltoluate (136 grams; 1.0 mol), xylene (300 ml) and sodium methoxide (17.3 grams; 0.3 mol) were placed into a four-necked round bottom one liter flask equipped as in Example 1. The mixture was heated with stirring to 135°-140° C. and maintained there for 6 hours under a blanket of nitrogen. The procedure set forth in Example 1 was used to recover the desired product, benzoyl m-methylbenzoylmethane (48 grams; 90% weight percent yield). The reactants are C(C)(=O)C1=CC=CC=C1 (Acetophenone), CC1=C(C(=CC=C1)C)C(=O)OC (methyl m-methyltoluate), C[O-].[Na+] (sodium methoxide). Product: C(C1=CC=CC=C1)(=O)CC(C1=CC(=CC=C1)C)=O (Benzoyl m-Methylbenzoylmethane). Reaction SMILES: [C:1]([C:4]1[CH:9]=[CH:8][CH:7]=[CH:6][CH:5]=1)(=[O:3])[CH3:2].C[C:11]1[CH:16]=[CH:15][CH:14]=[C:13](C)[C:12]=1[C:18]([O:20]C)=O.[CH3:22][O-].[Na+]>C1(C)C(C)=CC=CC=1>[C:1]([CH2:2][C:18](=[O:20])[C:12]1[CH:11]=[CH:16][CH:15]=[C:14]([CH3:22])[CH:13]=1)(=[O:3])[C:4]1[CH:9]=[CH:8][CH:7]=[CH:6][CH:5]=1 |f:2.3|. The solvent is C=1(C(=CC=CC1)C)C (xylene). Starting materials: CN(C)C=O (DMF), C(CCC)OCCOC1=CC=C(C=C1)C=1C=CC2=C(C=C(CCN2CC=2SC=CC2)C(=O)O)C1 (7-(4-butoxyethoxyphenyl)-1-(2-thienylmethyl)-2,3-dihydro-1-benzazepine-4-carboxylic acid), S(=O)(Cl)Cl (thionyl chloride). The solvent is O1CCCC1 (tetrahydrofuran). Run at time 1 hour. The product is C(CCC)OCCOC1=CC=C(C=C1)C=1C=CC2=C(C=C(CCN2CC=2SC=CC2)C(=O)NC2=CC=C(C=C2)CN(C2CCOCC2)C)C1 (7-(4-butoxyethoxyphenyl)-N-[4-[[N-methyl-N-(tetrahydropyran-4-yl)amino]methyl]phenyl]-1-(2-thienylmethyl)-2,3-dihydro-1-benzazepine-4-carboxamide). As a reaction SMILES: [CH3:1][N:2]([CH:4]=O)[CH3:3].[CH2:6]([O:10][CH2:11][CH2:12][O:13][C:14]1[CH:19]=[CH:18][C:17]([C:20]2[CH:21]=[CH:22][C:23]3[N:29]([CH2:30][C:31]4[S:32][CH:33]=[CH:34][CH:35]=4)[CH2:28][CH2:27][C:26]([C:36]([OH:38])=O)=[CH:25][C:24]=3[CH:39]=2)=[CH:16][CH:15]=1)[CH2:7][CH2:8][CH3:9].S(Cl)(Cl)=O>O1CCCC1>[CH2:6]([O:10][CH2:11][CH2:12][O:13][C:14]1[CH:15]=[CH:16][C:17]([C:20]2[CH:39]=[CH:24][C:23]3[N:29]([CH2:30][C:31]4[S:32][CH:33]=[CH:34][CH:35]=4)[CH2:28][CH2:27][C:26]([C:36]([NH:29][C:23]4[CH:24]=[CH:39][C:20]([CH2:4][N:2]([CH3:1])[CH:3]5[CH2:12][CH2:11][O:10][CH2:6][CH2:7]5)=[CH:21][CH:22]=4)=[O:38])=[CH:25][C:22]=3[CH:21]=2)=[CH:18][CH:19]=1)[CH2:7][CH2:8][CH3:9]. Procedure: One droplet of DMF was added to a solution of 7-(4-butoxyethoxyphenyl)-1-(2-thienylmethyl)-2,3-dihydro-1-benzazepine-4-carboxylic acid (110 mg) in tetrahydrofuran (10 ml). Then, thionyl chloride (82 mg) was added at 0° C., the temperature was returned to room temperature, and the mixture was stirred under nitrogen atmosphere for 1 hour. The solvent and excess thionyl chloride were evaporated under reduced pressure, the resulting residue was suspended in tetrahydrofuran (20 ml), and the suspensio... Starting materials: C1CCOC1 (THF), C(C)(C)(C)OC(=O)N1C=CC2=CC(=CC=C12)C=C (5-vinyl-indole-1-carboxylic acid tert-butyl ester), B1C2CCCC1CCC2 (9-BBN), C1CCOC1 (THF), NaBO3.4H2O. Solvent: O (water), C(Cl)Cl (methylene chloride). Reaction conditions: time 2.5 hour. Product: C(C)(C)(C)OC(=O)N1C=CC2=CC(=CC=C12)CCO (5-(2-hydroxy-ethyl)-indole-1-carboxylic acid tert-butyl ester). Yield: 76.0%. Reaction SMILES: [C:1]([O:5][C:6]([N:8]1[C:16]2[C:11](=[CH:12][C:13]([CH:17]=[CH2:18])=[CH:14][CH:15]=2)[CH:10]=[CH:9]1)=[O:7])([CH3:4])([CH3:3])[CH3:2].B1C2CCCC1CCC2.C1C[O:31]CC1>O.C(Cl)Cl>[C:1]([O:5][C:6]([N:8]1[C:16]2[C:11](=[CH:12][C:13]([CH2:17][CH2:18][OH:31])=[CH:14][CH:15]=2)[CH:10]=[CH:9]1)=[O:7])([CH3:4])([CH3:3])[CH3:2]. Procedure: To a solution of 5-vinyl-indole-1-carboxylic acid tert-butyl ester (4.5 g, 18.5 mmol, 1.0 eq.) in THF (46 mL) at 0° C. was added 9-BBN (0.5 M in THF, 87 mL, 2.4 eq.) over 10 min. The resulting reaction mixture was stirred for 2.5 h and diluted with THF (150 mL) and water (150 mL) while keeping the temperature at 0° C. Then NaBO3.4H2O (44 g) was introduced and resulting reaction mixture was stirred and warmed to room temperature and stirred. The reaction mixture was diluted with methylene chlorid...